From a dataset of the Open Reaction Database (ORD), a public repository of structured organic reaction records. describe an organic reaction: reactants, conditions, products, and yield Starting materials: FC(C=1C=C(OC2CN(C2)C(=O)Cl)C=CC1)(F)F (3-[3-(trifluoromethyl)phenoxy]-1-azetidinecarbonyl chloride), C([O-])([O-])=O.[K+].[K+] (potassium carbonate), O1CCCC1 (tetrahydrofuran), ice, N12CCNCC2CCC1 (1,4-diazabicyclo(4.3.0)nonane). Run in O (water). Reaction conditions: time 30 minute. The product is C(\C=C\C(=O)O)(=O)O.FC(C=1C=C(OC2CN(C2)C(=O)N2CC3N(CC2)CCC3)C=CC1)(F)F (Octahydro-2-[3-[3-(trifluoromethyl)phenoxy]-1-azetidinylcarbonyl]pyrrolo[1,2-a]pyrazine fumarate). Yield: 51.5%. As a reaction SMILES: [F:1][C:2]([F:18])([F:17])[C:3]1[CH:4]=[C:5]([CH:14]=[CH:15][CH:16]=1)[O:6][CH:7]1[CH2:10][N:9]([C:11](Cl)=[O:12])[CH2:8]1.[C:19](=[O:22])([O-:21])[O-].[K+].[K+].[N:25]12[CH2:33][CH2:32][CH2:31][CH:30]1[CH2:29][NH:28][CH2:27][CH2:26]2.[O:34]1CCCC1>O>[C:5]([OH:34])(=[O:6])/[CH:14]=[CH:15]/[C:19]([OH:21])=[O:22].[F:1][C:2]([F:18])([F:17])[C:3]1[CH:4]=[C:5]([CH:14]=[CH:15][CH:16]=1)[O:6][CH:7]1[CH2:10][N:9]([C:11]([N:28]2[CH2:27][CH2:26][N:25]3[CH2:33][CH2:32][CH2:31][CH:30]3[CH2:29]2)=[O:12])[CH2:8]1 |f:1.2.3,7.8|. Procedure: A solution of 2.8 g (0.01 mole) of 3-[3-(trifluoromethyl)phenoxy]-1-azetidinecarbonyl chloride in 20 ml of tetrahydrofuran was stirred with 1.4 g (0.01 mole) of potassium carbonate then treated with the dropwise addition of 1.3 g (0.01 mole) of 1,4-diazabicyclo(4.3.0)nonane. After stirring for 30 minutes, approximately 2 g of ice was added and stirring continued for 64 hr. The reaction mixture was diluted with 200 ml of water and the oil which separated was extracted into methylene chloride (2×5... Starting materials: CC1=CC(=NN1)N (5-methyl-1H-pyrazol-3-amine), C(CCC)=O (butyraldehyde). Yields the product C(CCC)N(C1=NNC(=C1)C)CCCC (N,N-Dibutyl-5-methyl-1H-pyrazol-3-amine). Yield: 106.1%. RXN SMILES: [CH3:1][C:2]1[NH:6][N:5]=[C:4]([NH2:7])[CH:3]=1.[CH:8](=O)[CH2:9][CH2:10][CH3:11]>>[CH2:8]([N:7]([CH2:1][CH2:2][CH2:3][CH3:4])[C:4]1[CH:3]=[C:2]([CH3:1])[NH:6][N:5]=1)[CH2:9][CH2:10][CH3:11]. Procedure details: Following a procedure analogous to that for the synthesis Example 106, 5-methyl-1H-pyrazol-3-amine (Aldrich, 486 mg, 5.00 mmol) and butyraldehyde (541 mg, 7.50 mmol) were converted to the title compound (555 mg, 53%). 1H NMR (CDCl3) δ 5.34 (s, 1H), 3.17 (t, J=7.3 Hz, 4H), 2.21 (s, 3H), 1.55 (td, J=15.1, 7.5 Hz, 4H), 1.34 (qd, J=15.0, 7.3 Hz, 4H), 0.94 (t, J=7.4 Hz, 6H); MS(ESI+) m/z 210.1 (M+H)+. Reactants: C(C)(C)(C)OC(=O)N1[C@@H](CC(C1)=NOC)C(=O)O ((2S,4EZ)-1-(tert-butoxycarbonyl)-4(methoxyimino)-2-pyrrolidinecarboxylic acid), N1=CC=C(C=C1)C1=CC=C(C(=O)O)C=C1 (4-(4-pyridinyl)benzoic acid), NCC(O)C1=CC=C(C=C1)[N+](=O)[O-] ((1RS)-2-amino-1-(4-nitrophenyl)ethanol). The product is OC(CNC(=O)[C@H]1N(CC(C1)=NOC)C(C1=CC=C(C=C1)C1=CC=NC=C1)=O)C1=CC=C(C=C1)[N+](=O)[O-] ((2S,4EZ)-N-[(2RS)-2-hydroxy-2-(4-nitrophenyl)ethyl]-4-(methoxyimino)-1-[4-(4-pyrdinyl)benzoyl]-2-pyrrolidinecarboxamide). RXN SMILES: C(O[C:6]([N:8]1[CH2:12][C:11](=[N:13][O:14][CH3:15])[CH2:10][C@H:9]1[C:16]([OH:18])=O)=[O:7])(C)(C)C.[N:19]1[CH:24]=[CH:23][C:22]([C:25]2[CH:33]=[CH:32][C:28](C(O)=O)=[CH:27][CH:26]=2)=[CH:21][CH:20]=1.[NH2:34][CH2:35][CH:36]([C:38]1[CH:43]=[CH:42][C:41]([N+:44]([O-:46])=[O:45])=[CH:40][CH:39]=1)[OH:37]>>[OH:37][CH:36]([C:38]1[CH:39]=[CH:40][C:41]([N+:44]([O-:46])=[O:45])=[CH:42][CH:43]=1)[CH2:35][NH:34][C:16]([C@@H:9]1[CH2:10][C:11](=[N:13][O:14][CH3:15])[CH2:12][N:8]1[C:6](=[O:7])[C:28]1[CH:27]=[CH:26][C:25]([C:22]2[CH:21]=[CH:20][N:19]=[CH:24][CH:23]=2)=[CH:33][CH:32]=1)=[O:18]. Procedure details: Following the general method as outlined in Example 22, starting from (2S,4EZ)-1-(tert-butoxycarbonyl)-4(methoxyimino)-2-pyrrolidinecarboxylic acid, 4-(4-pyridinyl)benzoic acid, and (1RS)-2-amino-1-(4-nitrophenyl)ethanol, the title compound was obtained in 89% purity by HPLC. MS(ESI+): m/z=504. The reactants are CI (methyl iodide), BrC1=CC=C(C=C1)S(=O)(=O)NCC1OCCC1 (4-bromo-N-(tetrahydro-furan-2-ylmethyl)-benzenesulfonamide), BrC1=CC=C(C=C1)S(=O)(=O)NCC1OCCC1 (4-bromo-N-(tetrahydro-furan-2-ylmethyl)-benzenesulfonamide), [H-].[Na+] (sodium hydride). Solvent: O1CCCC1 (tetrahydrofuran). Reaction conditions: time 15 minute. Product: BrC1=CC=C(C=C1)S(=O)(=O)N(CC1OCCC1)C (4-Bromo-N-methyl-N-(tetrahydro-furan-2-ylmethyl)-benzenesulfonamide). As a reaction SMILES: [Br:1][C:2]1[CH:7]=[CH:6][C:5]([S:8]([NH:11][CH2:12][CH:13]2[CH2:17][CH2:16][CH2:15][O:14]2)(=[O:10])=[O:9])=[CH:4][CH:3]=1.[H-].[Na+].[CH3:20]I>O1CCCC1>[Br:1][C:2]1[CH:3]=[CH:4][C:5]([S:8]([N:11]([CH3:20])[CH2:12][CH:13]2[CH2:17][CH2:16][CH2:15][O:14]2)(=[O:10])=[O:9])=[CH:6][CH:7]=1 |f:1.2|. Procedure: 4.30 g of 4-bromo-N-(tetrahydro-furan-2-ylmethyl)-benzenesulfonamide (compound D2) are dissolved in 150 ml of dry tetrahydrofuran. 590 mg of sodium hydride (strength 60 wt. % dispersion in mineral oil) are added in portions to the solution. After 15 min, 1.67 ml of methyl iodide are slowly added and the reaction mixture is stirred at room temperature for 20 hours. Subsequently, the suspension is concentrated in vacuo, extracted using 200 ml of ethyl acetate and 100 ml of half-saturated brine (so... Reactants: BrC1=C(C(=CC(=C1)[N+](=O)[O-])[N+](=O)[O-])N=NC1=C(C=C(C=C1)N(CC)CC)NC(C)=O (2-Bromo-4,6-dinitro-2'-acetylamino-4'-(N,N-diethylamino) azobenzene), C(C)(=O)[O-].[Na+] (sodium acetate), C(=O)N (formamide), C(C)(=O)OC(C)=O (acetic anhydride). The reagents and catalysts are [Cu]I (copper (I) iodide). Reaction SMILES: Br[C:2]1[CH:7]=[C:6]([N+:8]([O-:10])=[O:9])[CH:5]=[C:4]([N+:11]([O-:13])=[O:12])[C:3]=1[N:14]=[N:15][C:16]1[CH:21]=[CH:20][C:19]([N:22]([CH2:25][CH3:26])[CH2:23][CH3:24])=[CH:18][C:17]=1[NH:27][C:28](=[O:30])[CH3:29].C([O-])(=O)C.[Na+].[CH:36]([NH2:38])=O.C(OC(=O)C)(=O)C>[Cu]I.C(OCCCC)(=O)C>[C:36]([C:2]1[CH:7]=[C:6]([N+:8]([O-:10])=[O:9])[CH:5]=[C:4]([N+:11]([O-:13])=[O:12])[C:3]=1[N:14]=[N:15][C:16]1[CH:21]=[CH:20][C:19]([N:22]([CH2:25][CH3:26])[CH2:23][CH3:24])=[CH:18][C:17]=1[NH:27][C:28](=[O:30])[CH3:29])#[N:38] |f:1.2|. Procedure details: 2-Bromo-4,6-dinitro-2'-acetylamino-4'-(N,N-diethylamino) azobenzene (479 parts), copper (I) iodide (19 parts), anhydrous sodium acetate (246 parts), formamide (180 parts), acetic anhydride (408 parts) and n-butyl acetate (2190 parts) are mixed together and heated, with stirring, to 110° C. during 15 minutes. The temperature is maintained at 110° for 30 to 50 minutes, when a solid is suddenly precipitated from the reaction mixture, indicating completion of the reaction. The mixture is allowed to ... Conditions: temperature 110 celsius, time 15 minute. Product: C(#N)C1=C(C(=CC(=C1)[N+](=O)[O-])[N+](=O)[O-])N=NC1=C(C=C(C=C1)N(CC)CC)NC(C)=O (2-Cyano-4,6-dinitro-2'-acetylamino-4'-(N,N-diethylamino)azobenzene). Run in C(C)(=O)OCCCC (n-butyl acetate). Yield: 88.0%. Reactants: C1CCOC1, CCOC(=O)c1c(-c2ccc(F)cc2)c(-c2ccncc2)n2c1CCC2. The product is OCc1c(-c2ccc(F)cc2)c(-c2ccncc2)n2c1CCC2. Reaction SMILES: [CH2:27]1[O:28][CH2:29][CH2:30][CH2:31]1.[F:1][c:2]1[cH:3][cH:4][c:5](-[c:8]2[c:9]([C:22](=[O:23])[O:24][CH2:25][CH3:26])[c:10]3[n:14]([c:15]2-[c:16]2[cH:17][cH:18][n:19][cH:20][cH:21]2)[CH2:13][CH2:12][CH2:11]3)[cH:6][cH:7]1>>[F:1][c:2]1[cH:3][cH:4][c:5](-[c:8]2[c:9]([CH2:22][OH:23])[c:10]3[n:14]([c:15]2-[c:16]2[cH:17][cH:18][n:19][cH:20][cH:21]2)[CH2:13][CH2:12][CH2:11]3)[cH:6][cH:7]1. The reactants are [BH4-], COC(=O)C1(Oc2ccc(Cc3cc(C4(O)OC(CO)C(O)C(O)C4O)ccc3Cl)cc2)CCCC1, [Li+], [Na+], O=C([O-])O, C1CCOC1. Product: OCC1OC(O)(c2ccc(Cl)c(Cc3ccc(OC4(CO)CCCC4)cc3)c2)C(O)C(O)C1O. Reaction SMILES: [BH4-:37].[Cl:1][c:2]1[c:3]([CH2:20][c:21]2[cH:22][cH:23][c:24]([O:27][C:28]3([C:33](=[O:34])[O:35][CH3:36])[CH2:29][CH2:30][CH2:31][CH2:32]3)[cH:25][cH:26]2)[cH:4][c:5]([C:8]2([OH:9])[CH:10]([OH:11])[CH:12]([OH:13])[CH:14]([OH:15])[CH:16]([CH2:18][OH:19])[O:17]2)[cH:6][cH:7]1.[Li+:38].[Na+:43].[O-:39][C:40]([OH:41])=[O:42].[O:44]1[CH2:45][CH2:46][CH2:47][CH2:48]1>>[Cl:1][c:2]1[c:3]([CH2:20][c:21]2[cH:22][cH:23][c:24]([O:27][C:28]3([CH2:33][OH:34])[CH2:29][CH2:30][CH2:31][CH2:32]3)[cH:25][cH:26]2)[cH:4][c:5]([C:8]2([OH:9])[CH:10]([OH:11])[CH:12]([OH:13])[CH:14]([OH:15])[CH:16]([CH2:18][OH:19])[O:17]2)[cH:6][cH:7]1. Reactants: N#CCBr, CCOC(=O)C1CCC2(CC1)OCCO2, C1CCOC1, Cl. Yields the product CCOC(=O)C1(CC#N)CCC2(CC1)OCCO2. As a reaction SMILES: [Br:16][CH2:17][C:18]#[N:19].[CH2:1]([CH3:2])[O:3][C:4](=[O:5])[CH:6]1[CH2:7][CH2:8][C:9]2([O:10][CH2:11][CH2:12][O:13]2)[CH2:14][CH2:15]1.[CH2:21]1[O:22][CH2:23][CH2:24][CH2:25]1.[ClH:20]>>[CH2:1]([CH3:2])[O:3][C:4](=[O:5])[C:6]1([CH2:17][C:18]#[N:19])[CH2:7][CH2:8][C:9]2([O:10][CH2:11][CH2:12][O:13]2)[CH2:14][CH2:15]1.